This data is from the Open Reaction Database (ORD), a public repository of structured organic reaction records. The task is: describe an organic reaction: reactants, conditions, products, and yield The reactants are C1CCOC1 (THF), OC12CC3C(C(CC(C1)C3)C2)=O (5-hydroxy-2-adamantanone), CI (methyl iodide), [H-].[Na+] (sodium hydride). Run in O (water). Conditions: time 25 hour. The product is COC12CC3C(C(CC(C1)C3)C2)=O (5-methoxy-2-adamantanone). Reaction SMILES: [CH2:1]1[CH2:5][O:4][CH2:3][CH2:2]1.O[C:7]12[CH2:16]C3CC([CH2:15][CH:9]([C:10]3=[O:17])[CH2:8]1)[CH2:14]2.CI.[H-].[Na+]>O>[CH3:3][O:4][C:5]12[CH2:1][CH:2]3[CH2:14][CH:7]([CH2:8][CH:9]([C:10]3=[O:17])[CH2:15]1)[CH2:16]2 |f:3.4|. Procedure details: THF 5 ml solution of 5-hydroxy-2-adamantanone 100 mg and methyl iodide 0.113 ml was cooled at 0° C., and sodium hydride (60%, oil suspension) 48.2 mg was added therein, and the temperature of the reaction mixture was gradually changed to room temperature, then stirred for 25 hours. The reaction mixture was cooled again, and water was added thereto, then THF was removed by concentration in vacuo. The thus obtained residue was extracted with chloroform and dried by adding anhydrous sodium sulfate.... The reactants are O1COC2=C1C=CC(=C2)C2=CC=1N(C(N(C(C1S2)=O)C2CCN(CC2)C(=O)OC(C)(C)C)=O)CC=2N=NN(N2)CC (tert-butyl 4-[6-(1,3-benzodioxol-5-yl)-1-[(2-ethyl-2H-tetrazol-5-yl)methyl]-2,4-dioxo-1,4-dihydrothieno[3,2-d]pyrimidin-3(2H)-yl]piperidine-1-carboxylate), Cl (hydrogen chloride). Run in O1CCOCC1 (1,4 dioxane), O1CCOCC1 (1,4-dioxane). Conditions: time 3 day. Yields the product Cl.O1COC2=C1C=CC(=C2)C2=CC=1N(C(N(C(C1S2)=O)C2CCNCC2)=O)CC=2N=NN(N2)CC (6-(1,3-benzodioxol-5-yl)-1-[(2-ethyl-2H-tetrazol-5-yl)methyl]-3-(piperidin-4-yl)thieno[3,2-d]pyrimidine-2,4(1H,3H)-dione hydrochloride). Reaction SMILES: [O:1]1[C:5]2[CH:6]=[CH:7][C:8]([C:10]3[S:18][C:17]4[C:16](=[O:19])[N:15]([CH:20]5[CH2:25][CH2:24][N:23](C(OC(C)(C)C)=O)[CH2:22][CH2:21]5)[C:14](=[O:33])[N:13]([CH2:34][C:35]5[N:36]=[N:37][N:38]([CH2:40][CH3:41])[N:39]=5)[C:12]=4[CH:11]=3)=[CH:9][C:4]=2[O:3][CH2:2]1.[ClH:42]>O1CCOCC1>[ClH:42].[O:1]1[C:5]2[CH:6]=[CH:7][C:8]([C:10]3[S:18][C:17]4[C:16](=[O:19])[N:15]([CH:20]5[CH2:21][CH2:22][NH:23][CH2:24][CH2:25]5)[C:14](=[O:33])[N:13]([CH2:34][C:35]5[N:36]=[N:37][N:38]([CH2:40][CH3:41])[N:39]=5)[C:12]=4[CH:11]=3)=[CH:9][C:4]=2[O:3][CH2:2]1 |f:3.4|. Procedure details: To a solution of tert-butyl 4-[6-(1,3-benzodioxol-5-yl)-1-[(2-ethyl-2H-tetrazol-5-yl)methyl]-2,4-dioxo-1,4-dihydrothieno[3,2-d]pyrimidin-3(2H)-yl]piperidine-1-carboxylate (239 mg; compound B50) in 1,4 dioxane (6 ml) is added a solution of hydrogen chloride in 1,4-dioxane (1.028 ml, 4.0 M). The reaction mixture is stirred for 3 d at RT. All volatiles are evaporated and the residue is treated with DCM and after removal of the solvent under reduced pressure the title compound is obtained as a solid... Starting materials: C(O)([O-])=O.[Na+] (sodium hydrogen carbonate), C(#N)[BH3-].[Na+] (sodium cyanoborohydride), ice water, Cl.C(C)OC(CCN)=O (β-alanine ethyl ester hydrochloride), C1C(CC2=CC=CC=C12)=O (2-indanone). The solvent is CO (methanol). Reaction conditions: time 8 hour. Yields the product Cl.C(C)OC(CCNC1CC2=CC=CC=C2C1)=O (N-(indan-2-yl)-β-alanine ethyl ester hydrochloride). The yield is 43.8%. As a reaction SMILES: [ClH:1].[CH2:2]([O:4][C:5](=[O:9])[CH2:6][CH2:7][NH2:8])[CH3:3].C([BH3-])#N.[Na+].C(=O)([O-])O.[Na+].[CH2:19]1[C:27]2[C:22](=[CH:23][CH:24]=[CH:25][CH:26]=2)[CH2:21][C:20]1=O>CO>[ClH:1].[CH2:2]([O:4][C:5](=[O:9])[CH2:6][CH2:7][NH:8][CH:20]1[CH2:19][C:27]2[C:22](=[CH:23][CH:24]=[CH:25][CH:26]=2)[CH2:21]1)[CH3:3] |f:0.1,2.3,4.5,8.9|. Procedure details: In a solution of 13 g of 2-indanone in 100 ml of methanol, there is dissolved 13 g of β-alanine ethyl ester hydrochloride, and, with ice cooling and stirring, 6.5 g of sodium cyanoborohydride is added portionwise. After standing at room temperature overnight, the mixture is poured into 500 ml of ice water, made alkaline with sodium hydrogen carbonate and extracted with 200 ml of chloroform. The extract is washed with water, and dried, followed by distilling off chloroform under reduced pressure.... Starting materials: P(=O)(Cl)(Cl)Cl (phosphorus oxy-chloride), C(N)(=O)CCSC1C2=C(OCC3=C1C=CC=C3)C=CC(=C2)OCC2=NC3=CC(=CC=C3C=C2)Cl (11-(2-carbamoylethylthio)-2-(7-chloroquinolin-2-yl)methoxy-6,11-dihydrodibenz[b,e]oxepine), [OH-].[Na+] (sodium hydroxide). The solvent is CN(C=O)C (dimethylformamide). Yields the product ClC1=CC=C2C=CC(=NC2=C1)COC1=CC2=C(OCC3=C(C2SCCC#N)C=CC=C3)C=C1 (2-(7-Chloroquinolin-2-yl)methoxy-11-(2-cyanoethylthio)-6,11-dihydrodibenz[b,e]oxepine). RXN SMILES: P(Cl)(Cl)(Cl)=O.[C:6]([CH2:9][CH2:10][S:11][CH:12]1[C:18]2[CH:19]=[CH:20][CH:21]=[CH:22][C:17]=2[CH2:16][O:15][C:14]2[CH:23]=[CH:24][C:25]([O:27][CH2:28][C:29]3[CH:38]=[CH:37][C:36]4[C:31](=[CH:32][C:33]([Cl:39])=[CH:34][CH:35]=4)[N:30]=3)=[CH:26][C:13]1=2)(=O)[NH2:7].[OH-].[Na+]>CN(C)C=O>[Cl:39][C:33]1[CH:32]=[C:31]2[C:36]([CH:37]=[CH:38][C:29]([CH2:28][O:27][C:25]3[CH:24]=[CH:23][C:14]4[O:15][CH2:16][C:17]5[CH:22]=[CH:21][CH:20]=[CH:19][C:18]=5[CH:12]([S:11][CH2:10][CH2:9][C:6]#[N:7])[C:13]=4[CH:26]=3)=[N:30]2)=[CH:35][CH:34]=1 |f:2.3|. Reported procedure: Under ice cooling and stirring, 1.35 ml of phosphorus oxy-chloride was added dropwise over 40 minutes to 1.78 g of 11-(2-carbamoylethylthio)-2-(7-chloroquinolin-2-yl)methoxy-6,11-dihydrodibenz[b,e]oxepine obtained in Reference example 63 dissolved in 14 ml of dimethylformamide and the mixture was stirred at the same temperature for 30 minutes. The reaction mixture was added 250 ml of a 1% sodium hydroxide aqueous solution, crystals precipitated were collected by filtration and the crystals were ... Product: CN(C)CC1=CC=C(S1)COCCN (2-[[5-(N,N-dimethylaminomethyl)2-thienyl]methoxy]ethanamine). The solvent is O1CCCC1 (tetrahydrofuran). The reactants are [H-].[Al+3].[Li+].[H-].[H-].[H-] (lithium aluminium hydride), CN(C)CC1=CC=C(S1)COCC(=O)N ([[5-(N,N-dimethylaminomethyl)2-thienyl]methoxy]acetamide), CCOCC (ether). RXN SMILES: [H-].[Al+3].[Li+].[H-].[H-].[H-].[CH3:7][N:8]([CH2:10][C:11]1[S:15][C:14]([CH2:16][O:17][CH2:18][C:19]([NH2:21])=O)=[CH:13][CH:12]=1)[CH3:9].CCOCC>O1CCCC1>[CH3:9][N:8]([CH2:10][C:11]1[S:15][C:14]([CH2:16][O:17][CH2:18][CH2:19][NH2:21])=[CH:13][CH:12]=1)[CH3:7] |f:0.1.2.3.4.5|. Reported procedure: A suspension of lithium aluminium hydride (0.38 g) and [[5-(N,N-dimethylaminomethyl)2-thienyl]methoxy]acetamide (2.28 g) in a mixture of dry ether (25 ml) and dry tetrahydrofuran (5 ml) was heated at reflux for 4 hr. The reaction was then quenched with water and evaporated. The residue was extracted with chloroform. The organic phase was dried and distilled to afford a colourless oil (1.6 g) b.p. 110°-120° (0.1 mm). NMR (CDCl3), 8.43, s, (2H); 7.72, s, (6H); 7.12, t, (2H); 6.46 t, (2H); 6.38, s,... Yield: 74.8%. The reactants are C(=O)NC=1SC=C(N1)C(C(=O)NC1[C@@H]2N(C(=CCS2)C(=O)O)C1=O)=NOCCSCC=C (7-[2-(2-Formamidothiazol-4-yl)-2-(2-allylthioethoxyimino)acetamido]-3-cephem-4-carboxylic acid), Cl (hydrochloric acid), O1CCCC1 (tetrahydrofuran). Run in CO (methanol). The product is NC=1SC=C(N1)C(C(=O)NC1[C@@H]2N(C(=CCS2)C(=O)O)C1=O)=NOCCSCC=C (7-[2-(2-aminothiazol-4-yl)-2-(2-allylthioethoxyimino)acetamido]-3-cephem-4-carboxylic acid). The yield is 84.8%. As a reaction SMILES: C([NH:3][C:4]1[S:5][CH:6]=[C:7]([C:9](=[N:25][O:26][CH2:27][CH2:28][S:29][CH2:30][CH:31]=[CH2:32])[C:10]([NH:12][CH:13]2[C:23](=[O:24])[N:15]3[C:16]([C:20]([OH:22])=[O:21])=[CH:17][CH2:18][S:19][C@H:14]23)=[O:11])[N:8]=1)=O.Cl.O1CCCC1>CO>[NH2:3][C:4]1[S:5][CH:6]=[C:7]([C:9](=[N:25][O:26][CH2:27][CH2:28][S:29][CH2:30][CH:31]=[CH2:32])[C:10]([NH:12][CH:13]2[C:23](=[O:24])[N:15]3[C:16]([C:20]([OH:22])=[O:21])=[CH:17][CH2:18][S:19][C@H:14]23)=[O:11])[N:8]=1. Reported procedure: 7-[2-(2-Formamidothiazol-4-yl)-2-(2-allylthioethoxyimino)acetamido]-3-cephem-4-carboxylic acid (syn isomer, 1.5 g.), conc. hydrochloric acid (1.19 g.), tetrahydrofuran (7.5 g.) and methanol (22.5 ml.) were treated in a similar manner to that of Example 1-(2) to give 7-[2-(2-aminothiazol-4-yl)-2-(2-allylthioethoxyimino)acetamido]-3-cephem-4-carboxylic acid (syn isomer, 1.2 g.), powder. Solvent: C1=CC=CC=C1 (benzene). The product is COC[C@H]1N(CCC1)S(=O)(=O)C=1C=C2C3(C(NC2=CC1)=O)OCCCO3 (5′-{[(2S)-2-(Methoxymethyl)pyrrolidin-1-yl]sulfonyl}spiro[1,3-dioxane-2,3′-indol]-2′(1′H)-one). Starting materials: COC[C@H]1N(CCC1)S(=O)(=O)C=1C=C2C(C(NC2=CC1)=O)=O (5-{[(2S)-2-(methoxymethyl)pyrrolidin-1-yl]sulfonyl}-1H-indole-2,3-dione), C(CCO)O (1,3 propanediol), sulfonic acid. Conditions: time 8 hour. The yield is 45.0%. As a reaction SMILES: [CH3:1][O:2][CH2:3][C@@H:4]1[CH2:8][CH2:7][CH2:6][N:5]1[S:9]([C:12]1[CH:13]=[C:14]2[C:18](=[CH:19][CH:20]=1)[NH:17][C:16](=[O:21])[C:15]2=[O:22])(=[O:11])=[O:10].[CH2:23](O)[CH2:24][CH2:25][OH:26]>C1C=CC=CC=1>[CH3:1][O:2][CH2:3][C@@H:4]1[CH2:8][CH2:7][CH2:6][N:5]1[S:9]([C:12]1[CH:13]=[C:14]2[C:18](=[CH:19][CH:20]=1)[NH:17][C:16](=[O:21])[C:15]12[O:26][CH2:25][CH2:24][CH2:23][O:22]1)(=[O:11])=[O:10]. Procedure: A mixture of 5-{[(2S)-2-(methoxymethyl)pyrrolidin-1-yl]sulfonyl}-1H-indole-2,3-dione (13.41 g, 41.3 mmol), 1,3 propanediol (12.1 mL, 165 mmol, 4eq) and p-tolune sulfonic acid (3.14 g, 16.5 mmol, 0.4 mole %) in benzene (800 mL) was heated to reflux under a Dean Stark Trap for 5 hours and stirred overnight at room temperature. The mixture was washed with saturated aqueous NaHCO3 (3×300 mL), water (3×300 mL) and brine (3×300 mL), dried over sodium sulfate, filtered, and concentrated to give 10.7 g ... Starting materials: solution, C(CCC)[Li] (n-butyllithium), COC1=CC=C(C=O)C=C1 (4-methoxybenzaldehyde), ClC1=CC=C(C=C1)Br (4-chlorobromobenzene), O (water). Run in CCCCCC (hexane), O1CCCC1 (tetrahydrofuran), O1CCCC1 (tetrahydrofuran), C(C)(=O)OCC (ethyl acetate). Reaction conditions: time 15 minute. Yields the product ClC1=CC=C(C=C1)C(O)C1=CC=C(C=C1)OC ((4-Chlorophenyl)(4-methoxyphenyl)methanol). Reaction SMILES: [Cl:1][C:2]1[CH:7]=[CH:6][C:5](Br)=[CH:4][CH:3]=1.C([Li])CCC.[CH3:14][O:15][C:16]1[CH:23]=[CH:22][C:19]([CH:20]=[O:21])=[CH:18][CH:17]=1.O>O1CCCC1.CCCCCC.C(OCC)(=O)C>[Cl:1][C:2]1[CH:7]=[CH:6][C:5]([CH:20]([C:19]2[CH:22]=[CH:23][C:16]([O:15][CH3:14])=[CH:17][CH:18]=2)[OH:21])=[CH:4][CH:3]=1. Procedure: 5.00 g (26.12 mmol) of 4-chlorobromobenzene were dissolved in 100 ml of tetrahydrofuran at −78° C. Addition of 19.6 ml (31.34 mmol) of a 1.6N solution of n-butyllithium in hexane was followed by stirring for 15 min and then dropwise addition of 4.27 g (31.34 mmol) of 4-methoxybenzaldehyde dissolved in 30 ml of tetrahydrofuran. The mixture was stirred at −78° C. for 1 h, warmed to RT and then stirred for 1 h. The reaction solution was mixed with water and ethyl acetate and the phases were separat...